From a dataset of the Open Reaction Database (ORD), a public repository of structured organic reaction records. describe an organic reaction: reactants, conditions, products, and yield Starting materials: FC=1C=C(C=C(C1)C1(CCOCC1)O)OCC1=CC2=CC=CC=C2C=C1 (4-[5-fluoro-3-(naphth-2-ylmethoxy)phenyl]-4-hydroxytetrahydropyran), CI (methyl iodide). Yields the product FC=1C=C(C=C(C1)C1(CCOCC1)OC)OCC1=CC2=CC=CC=C2C=C1 (4-[5-fluoro-3-(naphth-2-ylmethoxy)phenyl]-4-methoxytetrahydropyran). Yield: 98.0%. Reaction SMILES: [F:1][C:2]1[CH:3]=[C:4]([O:15][CH2:16][C:17]2[CH:26]=[CH:25][C:24]3[C:19](=[CH:20][CH:21]=[CH:22][CH:23]=3)[CH:18]=2)[CH:5]=[C:6]([C:8]2([OH:14])[CH2:13][CH2:12][O:11][CH2:10][CH2:9]2)[CH:7]=1.[CH3:27]I>>[F:1][C:2]1[CH:3]=[C:4]([O:15][CH2:16][C:17]2[CH:26]=[CH:25][C:24]3[C:19](=[CH:20][CH:21]=[CH:22][CH:23]=3)[CH:18]=2)[CH:5]=[C:6]([C:8]2([O:14][CH3:27])[CH2:13][CH2:12][O:11][CH2:10][CH2:9]2)[CH:7]=1. Procedure details: Using the procedure described in Example 3, 4-[5-fluoro-3-(naphth-2-ylmethoxy)phenyl]-4-hydroxytetrahydropyran was reacted with methyl iodide to give 4-[5-fluoro-3-(naphth-2-ylmethoxy)phenyl]-4-methoxytetrahydropyran in 98% yield, m.p. 109°-111° C.